This data is from the Open Reaction Database (ORD), a public repository of structured organic reaction records. The task is: describe an organic reaction: reactants, conditions, products, and yield The reactants are CC(C)O, N#Cc1ccnc(Cl)c1, [H-], [Na+], O. Yields the product CC(C)Oc1cc(C#N)ccn1. RXN SMILES: [CH:1]([CH3:2])([CH3:3])[OH:4].[Cl:7][c:8]1[n:9][cH:10][cH:11][c:12]([C:14]#[N:15])[cH:13]1.[H-:5].[Na+:6].[OH2:16]>>[CH:1]([CH3:2])([CH3:3])[O:4][c:8]1[n:9][cH:10][cH:11][c:12]([C:14]#[N:15])[cH:13]1.